This data is from the Open Reaction Database (ORD), a public repository of structured organic reaction records. The task is: describe an organic reaction: reactants, conditions, products, and yield Solvent: CC(=O)C (acetone). Product: Cl.COC1=CC=C(C=C1)C(C1CCCC2=CC=CC=C12)C1=CC=C(C=C1)OCCN1CCCC1 ((4-Methoxyphenyl)(4-pyrrolidinoethoxyphenyl)-1,2,3,4-tetrahydro-naphth-1-yl-methane Hydrochloride). Reactants: Cl (HCl), COC1=CC=C(C=C1)C(C1CCCC2=CC=CC=C12)C1=CC=C(C=C1)O ((4-methoxyphenyl)-(4-hydroxyphenyl)-1,2,3,4-tetrahydronaphth-1-yl-methane), C(=O)([O-])[O-].[K+].[K+] (K2CO3), Cl.ClCCN1CCCC1 (1-(2-chloroethyl)pyrrolidine hydrochloride). Procedure: A mixture of (4-methoxyphenyl)-(4-hydroxyphenyl)-1,2,3,4-tetrahydronaphth-1-yl-methane (400 mg, 0.001 mol), anhydrous K2CO3 (2.0 gm, 0.14 mol), 1-(2-chloroethyl)pyrrolidine hydrochloride (400 mg, 0.002) and dry acetone (25.0 ml) was refluxed for 10 hrs. K2CO3 was filtered off, acetone was distilled off and the residue was diluted with water. The reaction mixture was extracted with ethyl acetate, washed with water, dried over sodium sulphate and concentrated to give an oil which was filtered thro... RXN SMILES: [CH3:1][O:2][C:3]1[CH:8]=[CH:7][C:6]([CH:9]([C:20]2[CH:25]=[CH:24][C:23]([OH:26])=[CH:22][CH:21]=2)[CH:10]2[C:19]3[C:14](=[CH:15][CH:16]=[CH:17][CH:18]=3)[CH2:13][CH2:12][CH2:11]2)=[CH:5][CH:4]=1.C([O-])([O-])=O.[K+].[K+].Cl.[Cl:34][CH2:35][CH2:36][N:37]1[CH2:41][CH2:40][CH2:39][CH2:38]1.Cl>CC(C)=O>[ClH:34].[CH3:1][O:2][C:3]1[CH:8]=[CH:7][C:6]([CH:9]([C:20]2[CH:21]=[CH:22][C:23]([O:26][CH2:35][CH2:36][N:37]3[CH2:41][CH2:40][CH2:39][CH2:38]3)=[CH:24][CH:25]=2)[CH:10]2[C:19]3[C:14](=[CH:15][CH:16]=[CH:17][CH:18]=3)[CH2:13][CH2:12][CH2:11]2)=[CH:5][CH:4]=1 |f:1.2.3,4.5,8.9|. The reactants are BrC=1C(=NC(=NC1)NCCN1C(NC(C1(C)C)=O)=O)C=1SC(=CC1)Cl (1-{2-[5-bromo-4-(5-chlorothiophen-2-yl)pyrimidin-2-ylamino]ethyl}-5,5-dimethylimidazolidine-2,4-dione), C(C)(=O)NC=1C=C(C=CC1)B(O)O (3-acetamidophenylboronic acid). Product: ClC1=CC=C(S1)C1=NC(=NC=C1C=1C=C(C=CC1)NC(C)=O)NCCN1C(NC(C1(C)C)=O)=O (N-(3-{4-(5-Chlorothiophen-2-yl)-2-[2-(5,5-dimethyl-2,4-dioxoimidazolidin-1-yl)ethylamino]pyrimidin-5-yl}phenyl)acetamide). Reaction SMILES: Br[C:2]1[C:3]([C:20]2[S:21][C:22]([Cl:25])=[CH:23][CH:24]=2)=[N:4][C:5]([NH:8][CH2:9][CH2:10][N:11]2[C:15]([CH3:17])([CH3:16])[C:14](=[O:18])[NH:13][C:12]2=[O:19])=[N:6][CH:7]=1.[C:26]([NH:29][C:30]1[CH:31]=[C:32](B(O)O)[CH:33]=[CH:34][CH:35]=1)(=[O:28])[CH3:27]>>[Cl:25][C:22]1[S:21][C:20]([C:3]2[C:2]([C:34]3[CH:35]=[C:30]([NH:29][C:26](=[O:28])[CH3:27])[CH:31]=[CH:32][CH:33]=3)=[CH:7][N:6]=[C:5]([NH:8][CH2:9][CH2:10][N:11]3[C:15]([CH3:17])([CH3:16])[C:14](=[O:18])[NH:13][C:12]3=[O:19])[N:4]=2)=[CH:24][CH:23]=1. Procedure details: The title compound was prepared from 1-{2-[5-bromo-4-(5-chlorothiophen-2-yl)pyrimidin-2-ylamino]ethyl}-5,5-dimethylimidazolidine-2,4-dione and 3-acetamidophenylboronic acid in a manner analogous to Example 269. MS (M+H)+ 499. Starting materials: hydrochloride salt, [N-]=[N+]=[N-] (azide), CC1=CC=C(C=C1)S(=O)(=O)OCC1OC2=C(C1)C=C(C=C2OS(=O)(=O)C(F)(F)F)Cl ((±)-(5-chloro-7-{[(trifluoromethyl)sulfonyl]oxy}-2,3-dihydro-1-benzofuran-2-yl)methyl 4-methylbenzenesulfonate), C(C)(C)C1=C(C=CC=C1)B1OC(C(O1)(C)C)(C)C (2-(2-isopropylphenyl)-4,4,5,5-tetramethyl-1,3,2-dioxaborolane), CC1=CC=C(C=C1)S(=O)(=O)OCC1OC2=C(C1)C=C(C=C2C2=C(C=CC=C2)Cl)Cl ((±)-[5-chloro-7-(2-chlorophenyl)-2,3-dihydro-1-benzofuran-2-yl]methyl 4-methylbenzenesulfonate), Intermediate 98, N(=[N+]=[N-])CC1OC2=C(C1)C=C(C=C2C2=C(C=CC=C2)C)Cl ((±)-2-(azidomethyl)-5-chloro-7-(2-methylphenyl)-2,3-dihydro-1-benzofuran), [N-]=[N+]=[N-].[Na+] (sodium azide), ClC1=C(C=CC=C1)B(O)O (2-chlorophenylboronic acid), C([O-])([O-])=O.[K+].[K+] (potassium carbonate), S(=O)(=O)([O-])C1=CC=C(C)C=C1 (tosylate). The reagents and catalysts are C1=CC=C(C=C1)[PH+](C2=CC=CC=C2)[C]3[CH][CH][CH][CH]3.C1=CC=C(C=C1)[PH+](C2=CC=CC=C2)[C]3[CH][CH][CH][CH]3.C(Cl)Cl.Cl[Pd]Cl.[Fe] (dichloro[1,1′-bis(diphenylphosphino)ferrocene]palladium(II) dichloromethane adduct), [Pt] (sulfided platinum on carbon). Product: ClC=1C=C(C2=C(CC(O2)CN)C1)C1=C(C=CC=C1)Cl ((±)-1-[5-chloro-7-(2-chlorophenyl)-2,3-dihydro-1-benzofuran-2-yl]methanamine). Yield: 159.7%. RXN SMILES: CC1C=CC(S(O[CH2:12][CH:13]2[CH2:17][C:16]3[CH:18]=[C:19]([Cl:30])[CH:20]=[C:21](OS(C(F)(F)F)(=O)=O)[C:15]=3[O:14]2)(=O)=O)=CC=1.[Cl:31][C:32]1[CH:37]=[CH:36][CH:35]=[CH:34][C:33]=1B(O)O.C(=O)([O-])[O-].[K+].[K+].C(C1C=CC=CC=1B1OC(C)(C)C(C)(C)O1)(C)C.CC1C=CC(S(OCC2CC3C=C(Cl)C=C(C4C=CC=CC=4Cl)C=3O2)(=O)=O)=CC=1.S(C1C=CC(C)=CC=1)([O-])(=O)=O.[N-:105]=[N+]=[N-].[Na+].N(CC1CC2C=C(Cl)C=C(C3C=CC=CC=3C)C=2O1)=[N+]=[N-].[N-]=[N+]=[N-]>C1C=CC([PH+]([C]2[CH][CH][CH][CH]2)C2C=CC=CC=2)=CC=1.C1C=CC([PH+]([C]2[CH][CH][CH][CH]2)C2C=CC=CC=2)=CC=1.C(Cl)Cl.Cl[Pd]Cl.[Fe].[Pt]>[Cl:30][C:19]1[CH:20]=[C:21]([C:33]2[CH:34]=[CH:35][CH:36]=[CH:37][C:32]=2[Cl:31])[C:15]2[O:14][CH:13]([CH2:12][NH2:105])[CH2:17][C:16]=2[CH:18]=1 |f:2.3.4,8.9,12.13.14.15.16,^1:137,138,139,140,141,155,156,157,158,159|. Reported procedure: Treatment of (±)-(5-chloro-7-{[(trifluoromethyl)sulfonyl]oxy}-2,3-dihydro-1-benzofuran-2-yl)methyl 4-methylbenzenesulfonate (1.40 g, 2.88 mmol) with 2-chlorophenylboronic acid (0.67 g, 1.49 mmol), dichloro[1,1′-bis(diphenylphosphino)ferrocene]palladium(II) dichloromethane adduct (0.25 g, 0.30 mmol), and potassium carbonate (0.83 g, 6.0 mmol) generally according to the procedure described for Intermediate 35 provided (±)-[5-chloro-7-(2-chlorophenyl)-2,3-dihydro-1-benzofuran-2-yl]methyl 4-methylbe... Reactants: [N+](=O)([O-])C=1C=C(C=O)C=CC1 (3-nitro-benzaldehyde), N1CCCCC1 (piperidine), C(C)(C)(C)C1=C(C(=CC=C1)C(C)(C)C)O (2,6-di-tert-butyl-phenol). The solvent is C=1(C(=CC=CC1)C)C (xylene). Yields the product C(C)(C)(C)C1=C(C(=CC(=C1)C(C1=CC(=CC=C1)[N+](=O)[O-])N1CCCCC1)C(C)(C)C)O (2,6-Di-tert-butyl-4-[3-nitro-α-(piperidin-1-yl)benzyl]phenol). Yield: 60.0%. RXN SMILES: [N+:1]([C:4]1[CH:5]=[C:6]([CH:9]=[CH:10][CH:11]=1)[CH:7]=O)([O-:3])=[O:2].[NH:12]1[CH2:17][CH2:16][CH2:15][CH2:14][CH2:13]1.[C:18]([C:22]1[CH:27]=[CH:26][CH:25]=[C:24]([C:28]([CH3:31])([CH3:30])[CH3:29])[C:23]=1[OH:32])([CH3:21])([CH3:20])[CH3:19]>C1(C)C(C)=CC=CC=1>[C:28]([C:24]1[CH:25]=[C:26]([CH:7]([N:12]2[CH2:17][CH2:16][CH2:15][CH2:14][CH2:13]2)[C:6]2[CH:9]=[CH:10][CH:11]=[C:4]([N+:1]([O-:3])=[O:2])[CH:5]=2)[CH:27]=[C:22]([C:18]([CH3:21])([CH3:20])[CH3:19])[C:23]=1[OH:32])([CH3:31])([CH3:30])[CH3:29]. Procedure details: Using the same procedure described in Example 4, 30.2 g (0.2 mol) of 3-nitro-benzaldehyde, 37.4 g (0.44 mol) of piperidine and 39.2 g (0.19 mol) of 2,6-di-tert-butyl-phenol are allowed to react in xylene to give 48.4 g of the title compound as yellow crystals, melting at 157° C. Starting materials: C(C#C)Br (propargyl bromide), N12CCCCCC2=NCCC1 (1,8-diazabicyclo[5.4.0]undec-7-ene), [C@@H]1([C@H](O)[C@H](O)[C@@H](CO)O1)N1C=NC=2C(O)=NC=NC12 (inosine). Yields the product C(C#C)N1C(C=2N=CN([C@H]3[C@H](O)[C@H](O)[C@@H](CO)O3)C2N=C1)=O (1-propargylinosine). Reaction SMILES: [CH2:1](Br)[C:2]#[CH:3].N12CCCN=C1CCCCC2.[C@@H:16]1([N:25]2[C:34]3[N:33]=[CH:32][N:31]=[C:29]([OH:30])[C:28]=3[N:27]=[CH:26]2)[O:24][C@H:21]([CH2:22][OH:23])[C@@H:19]([OH:20])[C@H:17]1[OH:18]>>[CH2:1]([N:31]1[CH:32]=[N:33][C:34]2[N:25]([C@@H:16]3[O:24][C@H:21]([CH2:22][OH:23])[C@@H:19]([OH:20])[C@H:17]3[OH:18])[CH:26]=[N:27][C:28]=2[C:29]1=[O:30])[C:2]#[CH:3]. Procedure: reacting propargyl bromide, 1,8-diazabicyclo[5.4.0]undec-7-ene, and inosine to produce 1-propargylinosine; Yields the product N#CC1(c2ccc(Br)cc2F)CCC1. The reactants are BrCCCBr, N#CCc1ccc(Br)cc1F, CCOCC, CS(C)=O, [Cl-], [H-], [NH4+], [Na+]. Reaction SMILES: [Br:12][CH2:13][CH2:14][CH2:15][Br:16].[Br:1][c:2]1[cH:3][c:4]([F:11])[c:5]([CH2:8][C:9]#[N:10])[cH:6][cH:7]1.[CH3:21][CH2:22][O:23][CH2:24][CH3:25].[CH3:26][S:27]([CH3:28])=[O:29].[Cl-:19].[H-:18].[NH4+:20].[Na+:17]>>[Br:1][c:2]1[cH:3][c:4]([F:11])[c:5]([C:8]2([C:9]#[N:10])[CH2:13][CH2:14][CH2:15]2)[cH:6][cH:7]1.